From a dataset of the Open Reaction Database (ORD), a public repository of structured organic reaction records. describe an organic reaction: reactants, conditions, products, and yield Starting materials: S(=O)(Cl)Cl (thionyl chloride), COC=1C=CC(=C(C(=O)O)C1)[N+](=O)[O-] (5-methoxy-2-nitrobenzoic acid), CN(C)C=O (DMF). Run in C1=CC=CC=C1 (benzene). Run at time 48 hour. Yields the product COC=1C=CC(=C(C(=O)N)C1)[N+](=O)[O-] (5-Methoxy-2-nitrobenzamide). Reaction SMILES: [CH3:1][O:2][C:3]1[CH:4]=[CH:5][C:6]([N+:12]([O-:14])=[O:13])=[C:7]([CH:11]=1)[C:8](O)=[O:9].S(Cl)(Cl)=O.C[N:20](C=O)C>C1C=CC=CC=1>[CH3:1][O:2][C:3]1[CH:4]=[CH:5][C:6]([N+:12]([O-:14])=[O:13])=[C:7]([CH:11]=1)[C:8]([NH2:20])=[O:9]. Reported procedure: To a suspension of 5-methoxy-2-nitrobenzoic acid (7.5 g, 38.0 mmol) in anhydrous benzene (50 mL), was added thionyl chloride (3.8 mL, 52.05 mmol) followed by the addition of anhydrous DMF (0.4 mL). The resulting reaction mixture was refluxed for 5 h, upon which the volatiles were removed in vacuo. The residue was dissolved in anhydrous THF (60 mL) and added to an ice-cold saturated solution of ammonia in THF (60 mL). The resulting heterogeneous reaction mixture was allowed to warm room temperatu... Conditions: time 2 hour. The product is Cl.FC1=CC(=CC=2N(C(NC21)=O)C2CCNCC2)C (4-Fluoro-6-methyl-1-(4-piperidinyl)-1,3-dihydro-2H-benzimidazol-2-one hydrochloride), Cl (mono hydrochloride). Reported procedure: 1,1-Dimethylethyl 4-(4-fluoro-6-methyl-2-oxo-2,3-dihydro-1H-benzimidazol-1-yl)-1-piperidinecarboxylate D4 (0.072 mmol, 25 mg) was dissolved in dichloromethane (5 ml) and was treated with HCl (3 ml of a 4M solution in 1,4-dioxane) at room temperature; the mixture was stirred at room temperature for two hours. Solvent was evaporated to afford the title compound, mono hydrochloride salt, M++H=250. As a reaction SMILES: [F:1][C:2]1[C:10]2[NH:9][C:8](=[O:11])[N:7]([CH:12]3[CH2:17][CH2:16][N:15](C(OC(C)(C)C)=O)[CH2:14][CH2:13]3)[C:6]=2[CH:5]=[C:4]([CH3:25])[CH:3]=1.[ClH:26]>ClCCl.O1CCOCC1>[ClH:26].[F:1][C:2]1[C:10]2[NH:9][C:8](=[O:11])[N:7]([CH:12]3[CH2:17][CH2:16][NH:15][CH2:14][CH2:13]3)[C:6]=2[CH:5]=[C:4]([CH3:25])[CH:3]=1.[ClH:26] |f:4.5|. Reactants: FC1=CC(=CC=2N(C(NC21)=O)C2CCN(CC2)C(=O)OC(C)(C)C)C (1,1-Dimethylethyl 4-(4-fluoro-6-methyl-2-oxo-2,3-dihydro-1H-benzimidazol-1-yl)-1-piperidinecarboxylate), Cl (HCl), solution. Solvent: ClCCl (dichloromethane), O1CCOCC1 (1,4-dioxane). Reactants: FC1=CC=C(C=C1)C(C1=CC=C(C=C1)/C=C/C(=O)OC(C)(C)C)=C1CC(CC(C1)(C)C)(C)C (1,1-Dimethylethyl (2E)-3-{4-[(4-fluorophenyl)(3,3,5,5-tetramethylcyclohexylidene)methyl]phenyl}-2-propenoate), C(F)(F)(F)C(=O)O (CF3CO2H). Run in C(Cl)Cl (CH2Cl2). Conditions: time 1.5 hour. Product: FC1=CC=C(C=C1)C(C1=CC=C(C=C1)/C=C/C(=O)O)=C1CC(CC(C1)(C)C)(C)C ((2E)-3-{4-[(4-Fluorophenyl)(3,3,5,5-tetramethylcyclohexylidene)methyl]phenyl}-2-propenoic acid). Reaction SMILES: [F:1][C:2]1[CH:7]=[CH:6][C:5]([C:8](=[C:24]2[CH2:29][C:28]([CH3:31])([CH3:30])[CH2:27][C:26]([CH3:33])([CH3:32])[CH2:25]2)[C:9]2[CH:14]=[CH:13][C:12](/[CH:15]=[CH:16]/[C:17]([O:19]C(C)(C)C)=[O:18])=[CH:11][CH:10]=2)=[CH:4][CH:3]=1.C(C(O)=O)(F)(F)F>C(Cl)Cl>[F:1][C:2]1[CH:7]=[CH:6][C:5]([C:8](=[C:24]2[CH2:25][C:26]([CH3:33])([CH3:32])[CH2:27][C:28]([CH3:31])([CH3:30])[CH2:29]2)[C:9]2[CH:14]=[CH:13][C:12](/[CH:15]=[CH:16]/[C:17]([OH:19])=[O:18])=[CH:11][CH:10]=2)=[CH:4][CH:3]=1. Procedure details: A mixture of 26 (˜700 mg, a mixture obtained from the above) and CH2Cl2 (8 mL) was treated with CF3CO2H (2 mL) at RT. The reaction mixture stirred at RT under N2 for 1.5 h and then concentrated under reduced pressure to afford the crude product. The crude material was purified by column chromatography to afford 165 mg of the desired product 27 as a white solid. A portion (350 mg) of the starting triflate 25 was also recovered. Data for 27: 1H NMR (400 MHz, CD3OD): δ 7.64 (d, J=16.0 Hz, 1H), 7.52... Starting materials: C1C(CC2=CC=CC=C12)=O (2-Indanone), N1CCCC1 (pyrrolidine). The reagents and catalysts are [Ti](Cl)(Cl)(Cl)Cl (Titanium tetrachloride). Run in CCCCC (pentane). Run at time 2 hour. The product is C1C(=CC2=CC=CC=C12)N1CCCC1 (1-(1H-Inden-2-yl)pyrrolidine). RXN SMILES: [NH:1]1[CH2:5][CH2:4][CH2:3][CH2:2]1.[CH2:6]1[C:14]2[C:9](=[CH:10][CH:11]=[CH:12][CH:13]=2)[CH2:8][C:7]1=O>[Ti](Cl)(Cl)(Cl)Cl.CCCCC>[CH2:6]1[C:14]2[C:9](=[CH:10][CH:11]=[CH:12][CH:13]=2)[CH:8]=[C:7]1[N:1]1[CH2:5][CH2:4][CH2:3][CH2:2]1. Procedure details: To a 100 ml reaction tube equipped with a stirrer bar, Suba.Seal™ stopper, and a nitrogen balloon, was added pyrrolidine (1.3 ml) and pentane (8 ml). Titanium tetrachloride (0.2 ml) was added slowly to each tube. 2-Indanone (0.2 g, 1.33 mmol) was added as a solid and the reaction stirred vigorously for 2 h. The reaction mixture was filtered through Celite and the solvent removed in vacuo to give the title compound as a dark solid. m/z (ES+) 186 (M+H)+. Starting materials: CC(=O)O, C1CCOC1, CCOCC, [Li]CCCC, Clc1ccnc(Cl)n1, N#CC1=C(C#N)C(=O)C(Cl)=C(Cl)C1=O, Fc1ccc(Br)cc1, [Na+], [OH-], O. The product is Fc1ccc(-c2cc(Cl)nc(Cl)n2)cc1. RXN SMILES: [C:22]([OH:23])(=[O:24])[CH3:25].[CH2:48]1[O:49][CH2:50][CH2:51][CH2:52]1.[CH3:43][CH2:44][O:45][CH2:46][CH3:47].[CH3:9][CH2:10][CH2:11][CH2:12][Li:13].[Cl:14][c:15]1[n:16][cH:17][cH:18][c:19]([Cl:21])[n:20]1.[Cl:27][C:28]1=[C:39]([Cl:40])[C:37](=[O:38])[C:34]([C:35]#[N:36])=[C:31]([C:32]#[N:33])[C:29]1=[O:30].[F:1][c:2]1[cH:3][cH:4][c:5]([Br:8])[cH:6][cH:7]1.[Na+:42].[OH-:41].[OH2:26]>>[F:1][c:2]1[cH:3][cH:4][c:5](-[c:17]2[n:16][c:15]([Cl:14])[n:20][c:19]([Cl:21])[cH:18]2)[cH:6][cH:7]1. Starting materials: C(C(C)C)(=O)CC(=O)OCC (ethyl isobutyrylacetate), solution, S(=O)(=O)(Cl)Cl (sulfuryl chloride). The solvent is ClCCl (dichloromethane), ClCCl (dichloromethane), ClCCl (dichloromethane). Run at temperature 25 celsius, time 2.5 hour. Product: ClC(C(=O)CC(=O)OCC)(C)C (ethyl 2-chloroisobutyrylacetate). As a reaction SMILES: [C:1]([CH2:6][C:7]([O:9][CH2:10][CH3:11])=[O:8])(=[O:5])[CH:2]([CH3:4])[CH3:3].S(Cl)([Cl:15])(=O)=O>ClCCl>[Cl:15][C:2]([CH3:4])([CH3:3])[C:1]([CH2:6][C:7]([O:9][CH2:10][CH3:11])=[O:8])=[O:5]. Procedure details: To a solution of ethyl isobutyrylacetate (2 g, 12.6 mmol) in dichloromethane (12 mL) at 0° C. was added a 1M solution of sulfuryl chloride in dichloromethane (13.9 mL, 13.9 mmol). The reaction mixture was warmed to 25° C. and stirred for 2.5 h. The reaction mixture was diluted with dichloromethane (80 mL) and washed in turn with water (2×60 mL) and brine (75 mL). The organic extract was dried (MgSO4), filtered, concentrated to yield ethyl 2-chloroisobutyrylacetate (2.8 g, 66% product, 34% ethyl ... Starting materials: FC=1C=C(C=CC1OC1=C2C(=NC=C1)N(N=C2I)CC2=CC=C(C=C2)OC)C=2C(N(C(=NC2)NC2=CC=CC=C2)C)=O (5-(3-fluoro-4-(3-iodo-1-(4-methoxybenzyl)-1H-pyrazolo[3,4-b]pyridin-4-yloxy)phenyl)-3-methyl-2-(phenylamino)pyrimidin-4(3H)-one), N1(CCOCC1)C(=O)C1=CC=C(C=C1)B(O)O (4-(morpholine-4-carbonyl)phenylboronic acid), [Cl-].[Li+] (lithium chloride). The reagents and catalysts are C=1C=CC(=CC1)[P](C=2C=CC=CC2)(C=3C=CC=CC3)[Pd]([P](C=4C=CC=CC4)(C=5C=CC=CC5)C=6C=CC=CC6)([P](C=7C=CC=CC7)(C=8C=CC=CC8)C=9C=CC=CC9)[P](C=1C=CC=CC1)(C=1C=CC=CC1)C=1C=CC=CC1 (Pd(PPh3)4). The solvent is O1CCOCC1 (dioxane), C(=O)([O-])[O-].[Na+].[Na+] (Na2CO3). Run at temperature 100 celsius, time 1 hour. Yields the product FC=1C=C(C=CC1OC1=C2C(=NC=C1)N(N=C2C2=CC=C(C=C2)C(=O)N2CCOCC2)CC2=CC=C(C=C2)OC)C=2C(N(C(=NC2)NC2=CC=CC=C2)C)=O (5-(3-fluoro-4-(1-(4-methoxybenzyl)-3-(4-(morpholine-4-carbonyl)phenyl)-1H-pyrazolo[3,4-b]pyridin-4-yloxy)phenyl)-3-methyl-2-(phenylamino)pyrimidin-4(3H)-one). The yield is 99.9%. As a reaction SMILES: [F:1][C:2]1[CH:3]=[C:4]([C:28]2[C:29](=[O:42])[N:30]([CH3:41])[C:31]([NH:34][C:35]3[CH:40]=[CH:39][CH:38]=[CH:37][CH:36]=3)=[N:32][CH:33]=2)[CH:5]=[CH:6][C:7]=1[O:8][C:9]1[CH:14]=[CH:13][N:12]=[C:11]2[N:15]([CH2:19][C:20]3[CH:25]=[CH:24][C:23]([O:26][CH3:27])=[CH:22][CH:21]=3)[N:16]=[C:17](I)[C:10]=12.[N:43]1([C:49]([C:51]2[CH:56]=[CH:55][C:54](B(O)O)=[CH:53][CH:52]=2)=[O:50])[CH2:48][CH2:47][O:46][CH2:45][CH2:44]1.[Cl-].[Li+]>O1CCOCC1.C([O-])([O-])=O.[Na+].[Na+].C1C=CC([P]([Pd]([P](C2C=CC=CC=2)(C2C=CC=CC=2)C2C=CC=CC=2)([P](C2C=CC=CC=2)(C2C=CC=CC=2)C2C=CC=CC=2)[P](C2C=CC=CC=2)(C2C=CC=CC=2)C2C=CC=CC=2)(C2C=CC=CC=2)C2C=CC=CC=2)=CC=1>[F:1][C:2]1[CH:3]=[C:4]([C:28]2[C:29](=[O:42])[N:30]([CH3:41])[C:31]([NH:34][C:35]3[CH:40]=[CH:39][CH:38]=[CH:37][CH:36]=3)=[N:32][CH:33]=2)[CH:5]=[CH:6][C:7]=1[O:8][C:9]1[CH:14]=[CH:13][N:12]=[C:11]2[N:15]([CH2:19][C:20]3[CH:25]=[CH:24][C:23]([O:26][CH3:27])=[CH:22][CH:21]=3)[N:16]=[C:17]([C:54]3[CH:53]=[CH:52][C:51]([C:49]([N:43]4[CH2:48][CH2:47][O:46][CH2:45][CH2:44]4)=[O:50])=[CH:56][CH:55]=3)[C:10]=12 |f:2.3,5.6.7,^1:77,79,98,117|. Procedure details: A suspension of 5-(3-fluoro-4-(3-iodo-1-(4-methoxybenzyl)-1H-pyrazolo[3,4-b]pyridin-4-yloxy)phenyl)-3-methyl-2-(phenylamino)pyrimidin-4(3H)-one (0.013 g, 0.019 mmol), 4-(morpholine-4-carbonyl)phenylboronic acid (0.005 g, 0.02 mmol), Pd(PPh3)4 (0.001 g, 0.0009 mmol) and lithium chloride (0.003 g, 0.08 mmol) in dioxane (0.5 mL) and 2 M aqueous Na2CO3 (0.5 mL) was stirred at 100° C. for 1 hour. The reaction mixture was cooled to room temperature and then partitioned between EtOAc and H2O. The layer... Starting materials: BrCC1=NC(=NS1)C1=CC=C(C=C1)OC(F)(F)F (5-bromomethyl-3-(4-trifluoromethoxyphenyl)-[1,2,4]thiadiazole), FC1=C(C(=O)N)C(=CC=C1O)F (2,6-difluoro-3-hydroxybenzamide), C([O-])([O-])=O.[K+].[K+] (potassium carbonate). Run in CN(C)C=O (DMF). Conditions: temperature 25 celsius, time 12 hour. Product: FC1=C(C(=O)N)C(=CC=C1OCC1=NC(=NS1)C1=CC=C(C=C1)OC(F)(F)F)F (2,6-Difluoro-3-[3-(4-trifluoromethoxyphenyl)-[1,2,4]thiadiazol-5-ylmethoxy]-benzamide). Yield: 9.4%. As a reaction SMILES: Br[CH2:2][C:3]1[S:7][N:6]=[C:5]([C:8]2[CH:13]=[CH:12][C:11]([O:14][C:15]([F:18])([F:17])[F:16])=[CH:10][CH:9]=2)[N:4]=1.[F:19][C:20]1[C:28]([OH:29])=[CH:27][CH:26]=[C:25]([F:30])[C:21]=1[C:22]([NH2:24])=[O:23].C(=O)([O-])[O-].[K+].[K+]>CN(C=O)C>[F:19][C:20]1[C:28]([O:29][CH2:2][C:3]2[S:7][N:6]=[C:5]([C:8]3[CH:13]=[CH:12][C:11]([O:14][C:15]([F:18])([F:17])[F:16])=[CH:10][CH:9]=3)[N:4]=2)=[CH:27][CH:26]=[C:25]([F:30])[C:21]=1[C:22]([NH2:24])=[O:23] |f:2.3.4|. Procedure details: To a solution of 5-bromomethyl-3-(4-trifluoromethoxyphenyl)-[1,2,4]thiadiazole (0.11 g, 0.32 mmol) in DMF (5 ml) was added 2,6-difluoro-3-hydroxybenzamide (0.056 g, 0.32 mmol) and potassium carbonate (0.16 g, 1.13 mmol). The reaction mixture was stirred at 25° C. for 12 h under nitrogen atmosphere. After the completion of the reaction (TLC monitoring), the reaction mixture was evaporated to dryness under vacuum, added 30 ml water and extracted with ethyl acetate (3×20 ml). The combined organic l...